Task: describe an organic reaction: reactants, conditions, products, and yield. Dataset: the Open Reaction Database (ORD), a public repository of structured organic reaction records The reactants are CS(=O)(=O)C1=C(C=C(C(=C1)C(C)C)Br)C(C)C (4-bromo-2,5-diisopropylphenyl methyl sulfone), cuprous cyanide, C(CN)N (ethylenediamine). The solvent is CN1C(CCC1)=O (N-methyl pyrrolidone), O (water). Reported procedure: A mixture of 4-bromo-2,5-diisopropylphenyl methyl sulfone (19.9 g) prepared in Example 10A and 7.2 g of cuprous cyanide was heated in 100 ml of N-methyl pyrrolidone at 195°C under nitrogen for 2 hours. The reaction mixture was poured into a stirred solution of 25 g of ethylenediamine in 500 ml of water. The mixture was filtered and the residual product extracted into tetrahydrofuran. The extract was washed with 5% HCl and finally with saturated sodium chloride solution. After drying over magnesi... RXN SMILES: [CH3:1][S:2]([C:5]1[CH:10]=[C:9]([CH:11]([CH3:13])[CH3:12])[C:8](Br)=[CH:7][C:6]=1[CH:15]([CH3:17])[CH3:16])(=[O:4])=[O:3].C(N)[CH2:19][NH2:20]>CN1CCCC1=O.O>[CH3:1][S:2]([C:5]1[CH:10]=[C:9]([CH:11]([CH3:13])[CH3:12])[C:8]([C:19]#[N:20])=[CH:7][C:6]=1[CH:15]([CH3:17])[CH3:16])(=[O:4])=[O:3]. Product: CS(=O)(=O)C1=C(C=C(C(=C1)C(C)C)C#N)C(C)C (4-cyano-2,5-diisopropylphenyl methyl sulfone). The reactants are OC1CN(CCC1C1=CC=C(C=C1)O)C(=O)OCC1=CC=CC=C1 (benzyl 3-hydroxy-4-(4-hydroxyphenyl)piperidinecarboxylate), C=1(C(=CC=CC1)S(=O)(=O)OC1CN(C1)C(=O)OC(C)(C)C)C (tert-butyl 3-(toluenesulphonyloxy)azetidine-1-carboxylate). The product is C(C)(C)(C)OC(=O)N1CC(C1)OC1=CC=C(C=C1)C1C(CN(CC1)C(=O)OCC1=CC=CC=C1)O (Benzyl 4-[4-(1-tert-butoxycarbonylazetidin-3-yloxy)phenyl]-3-hydroxypiperidine-1-carboxylate). RXN SMILES: [OH:1][CH:2]1[CH:7]([C:8]2[CH:13]=[CH:12][C:11]([OH:14])=[CH:10][CH:9]=2)[CH2:6][CH2:5][N:4]([C:15]([O:17][CH2:18][C:19]2[CH:24]=[CH:23][CH:22]=[CH:21][CH:20]=2)=[O:16])[CH2:3]1.C1(C)C(S(O[CH:35]2[CH2:38][N:37]([C:39]([O:41][C:42]([CH3:45])([CH3:44])[CH3:43])=[O:40])[CH2:36]2)(=O)=O)=CC=CC=1>>[C:42]([O:41][C:39]([N:37]1[CH2:38][CH:35]([O:14][C:11]2[CH:10]=[CH:9][C:8]([CH:7]3[CH2:6][CH2:5][N:4]([C:15]([O:17][CH2:18][C:19]4[CH:20]=[CH:21][CH:22]=[CH:23][CH:24]=4)=[O:16])[CH2:3][CH:2]3[OH:1])=[CH:13][CH:12]=2)[CH2:36]1)=[O:40])([CH3:45])([CH3:43])[CH3:44]. Reported procedure: Analogously to Method I, 9.170 g of benzyl 3-hydroxy-4-(4-hydroxyphenyl)piperidinecarboxylate and 11.00 g of tert-butyl 3-(toluenesulphonyloxy)azetidine-1-carboxylate are reacted. The title compound is obtained as a yellow oil. Rf=0.23 (3:1 EtOAc-heptane); Rt=5.01. The reactants are CC(C)(C)c1ccc(N2CCOCC2)c([N+](=O)[O-])c1, COCCOC, CO, [H][H]. Product: CC(C)(C)c1ccc(N2CCOCC2)c(N)c1. Reaction SMILES: [C:1]([CH3:2])([CH3:3])([CH3:4])[c:5]1[cH:6][c:7]([N+:17]([O-:18])=[O:19])[c:8]([N:11]2[CH2:12][CH2:13][O:14][CH2:15][CH2:16]2)[cH:9][cH:10]1.[CH3:20][O:21][CH2:22][CH2:23][O:24][CH3:25].[CH3:28][OH:29].[H:26][H:27]>>[C:1]([CH3:2])([CH3:3])([CH3:4])[c:5]1[cH:6][c:7]([NH2:17])[c:8]([N:11]2[CH2:12][CH2:13][O:14][CH2:15][CH2:16]2)[cH:9][cH:10]1. The reactants are Cl.OC=1C=CC(=NC1)CO (5-hydroxy-2-pyridinemethanol hydrochloride), [Na] (sodium), ClC=1C=C(CCl)C=CC1 (m-chlorobenzyl chloride). The solvent is CO (methanol), CO (methanol). Reaction conditions: time 25 minute. Product: ClC=1C=C(COC=2C=CC(=NC2)CO)C=CC1 (5-(m-chlorobenzyloxy)-2-pyridinemethanol). As a reaction SMILES: Cl.[OH:2][C:3]1[CH:4]=[CH:5][C:6]([CH2:9][OH:10])=[N:7][CH:8]=1.[Na].[Cl:12][C:13]1[CH:14]=[C:15]([CH:18]=[CH:19][CH:20]=1)[CH2:16]Cl>CO>[Cl:12][C:13]1[CH:14]=[C:15]([CH:18]=[CH:19][CH:20]=1)[CH2:16][O:2][C:3]1[CH:4]=[CH:5][C:6]([CH2:9][OH:10])=[N:7][CH:8]=1 |f:0.1,^1:10|. Reported procedure: The solution of 16.2 g of 5-hydroxy-2-pyridinemethanol hydrochloride in 150 ml of methaol is added to a solution of 4.6 g of sodium in 250 ml of methanol, while stirring, over a period of 25 minutes. The solution is stirred for one hour and then a solution of 19.3 g of m-chlorobenzyl chloride in 50 ml of methanol is added. Then the mixture is refluxed for 19 hours, cooled, filtered and the filtrate evaporated to a residue. The residue is suspended in 100 ml of water, made basic with 20% aqueous ... Starting materials: ClCCl, Cc1nc(CO)c2n1-c1ccc(Cl)cc1C(c1ccccc1F)=NC2. Product: Cc1nc(C=O)c2n1-c1ccc(Cl)cc1C(c1ccccc1F)=NC2. RXN SMILES: [CH2:26]([Cl:27])[Cl:28].[Cl:1][c:2]1[cH:3][cH:4][c:5]2[c:6]([cH:25]1)[C:7]([c:18]1[c:19]([F:24])[cH:20][cH:21][cH:22][cH:23]1)=[N:8][CH2:9][c:10]1[n:11]-2[c:12]([CH3:17])[n:13][c:14]1[CH2:15][OH:16]>>[Cl:1][c:2]1[cH:3][cH:4][c:5]2[c:6]([cH:25]1)[C:7]([c:18]1[c:19]([F:24])[cH:20][cH:21][cH:22][cH:23]1)=[N:8][CH2:9][c:10]1[n:11]-2[c:12]([CH3:17])[n:13][c:14]1[CH:15]=[O:16]. The reactants are ClCCCBr, O=C([O-])[O-], CN(C)C=O, O=C(NC1CCNCC1)c1ccc(F)cc1, [K+], [K+], O. Yields the product O=C(NC1CCN(CCCCl)CC1)c1ccc(F)cc1. Reaction SMILES: [Br:23][CH2:24][CH2:25][CH2:26][Cl:27].[C:17](=[O:18])([O-:19])[O-:20].[CH3:29][N:30]([CH3:31])[CH:32]=[O:33].[F:1][c:2]1[cH:3][cH:4][c:5]([C:6](=[O:7])[NH:8][CH:9]2[CH2:10][CH2:11][NH:12][CH2:13][CH2:14]2)[cH:15][cH:16]1.[K+:21].[K+:22].[OH2:28]>>[F:1][c:2]1[cH:3][cH:4][c:5]([C:6](=[O:7])[NH:8][CH:9]2[CH2:10][CH2:11][N:12]([CH2:24][CH2:25][CH2:26][Cl:27])[CH2:13][CH2:14]2)[cH:15][cH:16]1.